Dataset: the Open Reaction Database (ORD), a public repository of structured organic reaction records. Task: describe an organic reaction: reactants, conditions, products, and yield The reactants are COc1cc2cc3c(=O)c(C#N)c[nH]c3cc2cc1OCCN1CCOCC1, Cc1ccccc1, O=P(Cl)(Cl)Cl. Yields the product COc1cc2cc3c(Cl)c(C#N)cnc3cc2cc1OCCN1CCOCC1. RXN SMILES: [CH3:1][O:2][c:3]1[c:4]([O:20][CH2:21][CH2:22][N:23]2[CH2:24][CH2:25][O:26][CH2:27][CH2:28]2)[cH:5][c:6]2[c:7]([cH:8][c:9]3[c:10](=[O:18])[c:11]([C:16]#[N:17])[cH:12][nH:13][c:14]3[cH:15]2)[cH:19]1.[CH3:34][c:35]1[cH:36][cH:37][cH:38][cH:39][cH:40]1.[P:29]([Cl:30])([Cl:31])([Cl:32])=[O:33]>>[CH3:1][O:2][c:3]1[c:4]([O:20][CH2:21][CH2:22][N:23]2[CH2:24][CH2:25][O:26][CH2:27][CH2:28]2)[cH:5][c:6]2[c:7]([cH:8][c:9]3[c:10]([Cl:31])[c:11]([C:16]#[N:17])[cH:12][n:13][c:14]3[cH:15]2)[cH:19]1. Reactants: CC(C)(C)OC(=O)NC1CCN(CC2CCN(C(=O)OCc3ccccc3)CC2)CC1, CCO, Cl. Product: NC1CCN(CC2CCN(C(=O)OCc3ccccc3)CC2)CC1. Reaction SMILES: [CH2:1]([c:2]1[cH:3][cH:4][cH:5][cH:6][cH:7]1)[O:8][C:9](=[O:10])[N:11]1[CH2:12][CH2:13][CH:14]([CH2:17][N:18]2[CH2:19][CH2:20][CH:21]([NH:24][C:25]([O:26][C:27]([CH3:28])([CH3:29])[CH3:30])=[O:31])[CH2:22][CH2:23]2)[CH2:15][CH2:16]1.[CH3:33][CH2:34][OH:35].[ClH:32]>>[CH2:1]([c:2]1[cH:3][cH:4][cH:5][cH:6][cH:7]1)[O:8][C:9](=[O:10])[N:11]1[CH2:12][CH2:13][CH:14]([CH2:17][N:18]2[CH2:19][CH2:20][CH:21]([NH2:24])[CH2:22][CH2:23]2)[CH2:15][CH2:16]1. Reactants: C1CCOC1, CNC, C=CS(=O)(=O)N1CCN(c2ccc(Nc3nccc(-c4cnc(C)n4C(C)C)n3)cc2)CC1. The product is Cc1ncc(-c2ccnc(Nc3ccc(N4CCN(S(=O)(=O)CCN(C)C)CC4)cc3)n2)n1C(C)C. Reaction SMILES: [CH2:37]1[O:38][CH2:39][CH2:40][CH2:41]1.[CH3:1][NH:2][CH3:3].[CH:4](=[CH2:5])[S:6](=[O:7])(=[O:8])[N:9]1[CH2:10][CH2:11][N:12]([c:15]2[cH:16][cH:17][c:18]([NH:19][c:20]3[n:21][cH:22][cH:23][c:24](-[c:26]4[cH:27][n:28][c:29]([CH3:34])[n:30]4[CH:31]([CH3:32])[CH3:33])[n:25]3)[cH:35][cH:36]2)[CH2:13][CH2:14]1>>[CH3:1][N:2]([CH3:3])[CH2:5][CH2:4][S:6](=[O:7])(=[O:8])[N:9]1[CH2:10][CH2:11][N:12]([c:15]2[cH:16][cH:17][c:18]([NH:19][c:20]3[n:21][cH:22][cH:23][c:24](-[c:26]4[cH:27][n:28][c:29]([CH3:34])[n:30]4[CH:31]([CH3:32])[CH3:33])[n:25]3)[cH:35][cH:36]2)[CH2:13][CH2:14]1. As a reaction SMILES: [CH3:1][S:2]([C:5]1[CH:10]=[CH:9][C:8]([C:11]2[CH:16]=[CH:15][CH:14]=[C:13]([C:17](OC)=[O:18])[CH:12]=2)=[CH:7][CH:6]=1)(=[O:4])=[O:3].[H-].[Al+3].[Li+].[H-].[H-].[H-]>C1COCC1>[CH3:1][S:2]([C:5]1[CH:6]=[CH:7][C:8]([C:11]2[CH:16]=[CH:15][CH:14]=[C:13]([CH2:17][OH:18])[CH:12]=2)=[CH:9][CH:10]=1)(=[O:3])=[O:4] |f:1.2.3.4.5.6|. Yields the product CS(=O)(=O)C1=CC=C(C=C1)C1=CC(=CC=C1)CO ([4′-(methylsulfonyl)biphenyl-3-yl]methanol). Procedure: In an atmosphere of nitrogen, under ice-cooling, methyl 4′-(methylsulfonyl)biphenyl-3-carboxylate was added to a THF suspension of lithium aluminum hydride, followed by stirring for 20 minute to obtain [4′-(methylsulfonyl)biphenyl-3-yl]methanol. Reaction conditions: time 20 minute. Reactants: CS(=O)(=O)C1=CC=C(C=C1)C1=CC(=CC=C1)C(=O)OC (methyl 4′-(methylsulfonyl)biphenyl-3-carboxylate), [H-].[Al+3].[Li+].[H-].[H-].[H-] (lithium aluminum hydride). Solvent: C1CCOC1 (THF). Reactants: O=C([O-])[O-], COC(=O)c1c2c(c(O)c(=O)n1C)C(=O)N(Cc1ccc(F)c(Cl)c1)CC2, [Cs+], [Cs+], CI, CN(C)C=O. The product is COC(=O)c1c2c(c(OC)c(=O)n1C)C(=O)N(Cc1ccc(F)c(Cl)c1)CC2. Reaction SMILES: [C:28](=[O:29])([O-:30])[O-:31].[Cl:1][c:2]1[cH:3][c:4]([CH2:5][N:6]2[C:7](=[O:23])[c:8]3[c:9]([OH:22])[c:10](=[O:21])[n:11]([CH3:20])[c:12]([C:16](=[O:17])[O:18][CH3:19])[c:13]3[CH2:14][CH2:15]2)[cH:24][cH:25][c:26]1[F:27].[Cs+:32].[Cs+:33].[I:34][CH3:35].[O:36]=[CH:37][N:38]([CH3:39])[CH3:40]>>[Cl:1][c:2]1[cH:3][c:4]([CH2:5][N:6]2[C:7](=[O:23])[c:8]3[c:9]([O:22][CH3:28])[c:10](=[O:21])[n:11]([CH3:20])[c:12]([C:16](=[O:17])[O:18][CH3:19])[c:13]3[CH2:14][CH2:15]2)[cH:24][cH:25][c:26]1[F:27].